This data is from the Open Reaction Database (ORD), a public repository of structured organic reaction records. The task is: describe an organic reaction: reactants, conditions, products, and yield As a reaction SMILES: [CH3:1][NH:2][S:3](=[O:4])(=[O:5])[c:6]1[cH:7][c:8]([O:12][c:13]2[cH:14][cH:15][cH:16][cH:17][cH:18]2)[cH:9][cH:10][cH:11]1.[F:23][C:24]([F:25])([F:26])[C:27]([OH:28])=[O:29].[N:19](=[O:20])[O-:21].[Na+:22]>>[CH3:1][NH:2][S:3](=[O:4])(=[O:5])[c:6]1[cH:7][c:8]([O:12][c:13]2[cH:14][cH:15][c:16]([N+:19](=[O:20])[O-:21])[cH:17][cH:18]2)[cH:9][cH:10][cH:11]1. Reactants: CNS(=O)(=O)c1cccc(Oc2ccccc2)c1, O=C(O)C(F)(F)F, O=N[O-], [Na+]. Product: CNS(=O)(=O)c1cccc(Oc2ccc([N+](=O)[O-])cc2)c1. Starting materials: C(CCC)N1C(C(=C(C2=CC=CN=C12)C1=CC(=CC=C1)C#CCNC(=O)OC(C)(C)C)NC(=O)NC1=C(C=CC=C1C(C)C)C(C)C)=O (N-[1-butyl-4-{3-(3-tert-butoxycarbonylamino-1-propynyl)phenyl}-1,2-dihydro-2-oxo-1,8-naphthyridin-3-yl]-N'-(2,6-diisopropyl-phenyl)urea), FC(C(=O)O)(F)F (trifluoroacetic acid). The solvent is C(Cl)(Cl)Cl (chloroform). Reaction conditions: time 1.5 hour. The product is C(CCC)N1C(C(=C(C2=CC=CN=C12)C1=CC(=CC=C1)C#CCN)NC(=O)NC1=C(C=CC=C1C(C)C)C(C)C)=O (N-[1-butyl-4-{3-(3-amino-1-propynyl)phenyl}-1,2-dihydro-2-oxo-1,8-naphthyridin-3-yl]-N'-(2,6-diisopropylphenyl)urea). Yield: 75.0%. Reaction SMILES: [CH2:1]([N:5]1[C:14]2[C:9](=[CH:10][CH:11]=[CH:12][N:13]=2)[C:8]([C:15]2[CH:20]=[CH:19][CH:18]=[C:17]([C:21]#[C:22][CH2:23][NH:24]C(OC(C)(C)C)=O)[CH:16]=2)=[C:7]([NH:32][C:33]([NH:35][C:36]2[C:41]([CH:42]([CH3:44])[CH3:43])=[CH:40][CH:39]=[CH:38][C:37]=2[CH:45]([CH3:47])[CH3:46])=[O:34])[C:6]1=[O:48])[CH2:2][CH2:3][CH3:4].FC(F)(F)C(O)=O>C(Cl)(Cl)Cl>[CH2:1]([N:5]1[C:14]2[C:9](=[CH:10][CH:11]=[CH:12][N:13]=2)[C:8]([C:15]2[CH:20]=[CH:19][CH:18]=[C:17]([C:21]#[C:22][CH2:23][NH2:24])[CH:16]=2)=[C:7]([NH:32][C:33]([NH:35][C:36]2[C:37]([CH:45]([CH3:46])[CH3:47])=[CH:38][CH:39]=[CH:40][C:41]=2[CH:42]([CH3:44])[CH3:43])=[O:34])[C:6]1=[O:48])[CH2:2][CH2:3][CH3:4]. Procedure: To a solution of N-[1-butyl-4-{3-(3-tert-butoxycarbonylamino-1-propynyl)phenyl}-1,2-dihydro-2-oxo-1,8-naphthyridin-3-yl]-N'-(2,6-diisopropyl-phenyl)urea (104 mg, 0.16 mmol) in chloroform (5 ml) was added trifluoroacetic acid (1 ml) at under ice-cooling. The mixture was warmed to room temperature, and then stirred for 1.5 hour. The mixture was concentrated under reduced pressure to remove the solvent, and to the residue was added 5% aqueous sodium chloride solution. The mixture was treated with a... Reactants: NC1CCCC1, N#Cc1nc(N)c(Cl)nc1C#N, C1CCOC1, O. The product is N#Cc1nc(N)c(C2CCCC2)nc1C#N. Reaction SMILES: [CH:13]1([NH2:18])[CH2:14][CH2:15][CH2:16][CH2:17]1.[NH2:1][c:2]1[n:3][c:4]([C:11]#[N:12])[c:5]([C:9]#[N:10])[n:6][c:7]1[Cl:8].[O:20]1[CH2:21][CH2:22][CH2:23][CH2:24]1.[OH2:19]>>[NH2:1][c:2]1[n:3][c:4]([C:11]#[N:12])[c:5]([C:9]#[N:10])[n:6][c:7]1[CH:13]1[CH2:14][CH2:15][CH2:16][CH2:17]1. Reactants: BrC=1C=NC2=C(C=C(C=C2C1)O)C (3-bromo-6-hydroxy-8-methylquinoline), [I-].[Na+] (sodium iodide), CN(CCN(C)C)C (N,N,N′,N′-tetramethyl-ethane-1,2-diamine). The reagents and catalysts are [Cu](I)I (copper iodide). The product is IC=1C=NC2=C(C=C(C=C2C1)O)C (3-iodo-8-methyl-quinolin-6-ol). Reaction SMILES: Br[C:2]1[CH:3]=[N:4][C:5]2[C:10]([CH:11]=1)=[CH:9][C:8]([OH:12])=[CH:7][C:6]=2[CH3:13].[I-:14].[Na+].CN(C)CCN(C)C>[Cu](I)I>[I:14][C:2]1[CH:3]=[N:4][C:5]2[C:10]([CH:11]=1)=[CH:9][C:8]([OH:12])=[CH:7][C:6]=2[CH3:13] |f:1.2|. Procedure details: In a similar procedure to Step 1 of Example 13A, 3-bromo-8-methyl-quinolin-6-ol (preparation described in Example 13 Stage 1) was reacted sodium iodide, copper iodide and N,N,N′,N′-tetramethyl-ethane-1,2-diamine to give the required product, 3-iodo-8-methyl-quinolin-6-ol, as a brown coloured solid (MH+ 286). The reactants are C(C)(=O)[O-].[NH4+] (Ammonium acetate), C1(=CC=CC=C1)C(=O)C(O)C1=CC=CC=C1 (benzoin), COC(CCCCCCCC(=O)O)=O (azelaic acid monomethyl ester), C1(CCCCC1)N=C=NC1CCCCC1 (1,3-dicyclohexylcarbodiimide). The reagents and catalysts are CN(C1=CC=NC=C1)C (4-dimethylaminopyridine). The solvent is C(C)(=O)O (acetic acid), ClCCl (dichloromethane), O (water). Conditions: time 16 hour. Yields the product C1(=CC=CC=C1)C=1N=C(OC1C1=CC=CC=C1)CCCCCCCC(=O)OC (methyl 4,5-diphenyl-2-oxazoleoctanoate). The yield is 78.0%. As a reaction SMILES: [C:1]1([C:7]([CH:9]([C:11]2[CH:16]=[CH:15][CH:14]=[CH:13][CH:12]=2)O)=[O:8])[CH:6]=[CH:5][CH:4]=[CH:3][CH:2]=1.[CH3:17][O:18][C:19](=[O:30])[CH2:20][CH2:21][CH2:22][CH2:23][CH2:24][CH2:25][CH2:26][C:27](O)=O.C1([N:37]=C=NC2CCCCC2)CCCCC1.C([O-])(=O)C.[NH4+]>CN(C)C1C=CN=CC=1.O.C(O)(=O)C.ClCCl>[C:11]1([C:9]2[N:37]=[C:27]([CH2:26][CH2:25][CH2:24][CH2:23][CH2:22][CH2:21][CH2:20][C:19]([O:18][CH3:17])=[O:30])[O:8][C:7]=2[C:1]2[CH:6]=[CH:5][CH:4]=[CH:3][CH:2]=2)[CH:16]=[CH:15][CH:14]=[CH:13][CH:12]=1 |f:3.4|. Procedure: A mixture of benzoin (6.00 g, 28 mmol), azelaic acid monomethyl ester (7.17 g of 92% pure material, 32 mmol), 1,3-dicyclohexylcarbodiimide (7.00 g, 34 mmol), 4-dimethylaminopyridine (catalytic amount) and dichloromethane (120 mL) was stirred at room temperature. After 16 hours, the mixture was filtered and the solvent evaporated. Ammonium acetate (10.90 g, 141 mmol) and acetic acid (150 mL) were added to the residue and the mixture heated at reflux for 65 minutes before being cooled and diluted ...